From a dataset of the Open Reaction Database (ORD), a public repository of structured organic reaction records. describe an organic reaction: reactants, conditions, products, and yield The reactants are C(C)OC(=O)C1N(CC(C1)S(=O)(=O)C1=C(C=CC=C1)C(F)(F)F)C1=CC(=CC=C1)C#N (1-(3-cyano-phenyl)-4-(2-trifluoromethyl-benzenesulfonyl)-pyrrolidine-2-carboxylic acid ethyl ester), [OH-].[Li+] (lithium hydroxide). Yields the product C(#N)C=1C=C(C=CC1)N1C(CC(C1)S(=O)(=O)C1=C(C=CC=C1)C(F)(F)F)C(=O)O (1-(3-Cyano-phenyl)-4-(2-trifluoromethyl-benzenesulfonyl)-pyrrolidine-2-carboxylic Acid). RXN SMILES: C([O:3][C:4]([CH:6]1[CH2:10][CH:9]([S:11]([C:14]2[CH:19]=[CH:18][CH:17]=[CH:16][C:15]=2[C:20]([F:23])([F:22])[F:21])(=[O:13])=[O:12])[CH2:8][N:7]1[C:24]1[CH:29]=[CH:28][CH:27]=[C:26]([C:30]#[N:31])[CH:25]=1)=[O:5])C.[OH-].[Li+]>>[C:30]([C:26]1[CH:25]=[C:24]([N:7]2[CH2:8][CH:9]([S:11]([C:14]3[CH:19]=[CH:18][CH:17]=[CH:16][C:15]=3[C:20]([F:21])([F:22])[F:23])(=[O:12])=[O:13])[CH2:10][CH:6]2[C:4]([OH:5])=[O:3])[CH:29]=[CH:28][CH:27]=1)#[N:31] |f:1.2|. Reported procedure: In analogy to the procedure described in example 253e, 1-(3-cyano-phenyl)-4-(2-trifluoromethyl-benzenesulfonyl)-pyrrolidine-2-carboxylic acid ethyl ester was saponified in the presence of lithium hydroxide to give the title compound as off-white solid which was used in the next step without further purification. MS (ESI): m/z=425.1 [M+H]+. Starting materials: BrC=1C=C(C=NC1)C=NS(=O)C(C)(C)C (2-methyl-propane-2-sulfinic acid 1-(5-bromo-pyridin-3-yl)-methylideneamide), C(CC)[Mg]Cl (n-propylmagnesium chloride). Run in C1CCOC1 (THF). Run at temperature -78 celsius, time 3 hour. Yields the product BrC=1C=C(C=NC1)C(CCC)NS(=O)C(C)(C)C (2-methyl-propane-2-sulfinic acid 1-(5-bromo-pyridin-3-yl)-butylamide). Isolated yield 64.9%. RXN SMILES: [Br:1][C:2]1[CH:3]=[C:4]([CH:8]=[N:9][S:10]([C:12]([CH3:15])([CH3:14])[CH3:13])=[O:11])[CH:5]=[N:6][CH:7]=1.[CH2:16]([Mg]Cl)[CH2:17][CH3:18]>C1COCC1>[Br:1][C:2]1[CH:3]=[C:4]([CH:8]([NH:9][S:10]([C:12]([CH3:15])([CH3:14])[CH3:13])=[O:11])[CH2:16][CH2:17][CH3:18])[CH:5]=[N:6][CH:7]=1. Procedure details: To a solution of 2-methyl-propane-2-sulfinic acid 1-(5-bromo-pyridin-3-yl)-methylideneamide (22 g, 74 mmol) in anhydrous THF (750 mL) at −78° C. is added n-propylmagnesium chloride (2.0 N in ether, 89 mL, 180 mmol) dropwise over 15 min. After stirring at −78° C. for 3 hours, the reaction mixture is then allowed to warm gradually to room temperature overnight. The reaction mixture is quenched by slow addition of saturated aqueous ammonium chloride solution (100 mL) and extracted with EtOAc (2×300...